From a dataset of the Open Reaction Database (ORD), a public repository of structured organic reaction records. describe an organic reaction: reactants, conditions, products, and yield Starting materials: C=CCN, O=C(Cl)N1CC(Oc2cccc(Cl)c2)C1, C1CCOC1. Yields the product C=CCNC(=O)N1CC(Oc2cccc(Cl)c2)C1. As a reaction SMILES: [CH2:16]([CH:17]=[CH2:18])[NH2:19].[Cl:1][C:2](=[O:3])[N:4]1[CH2:5][CH:6]([O:8][c:9]2[cH:10][c:11]([Cl:15])[cH:12][cH:13][cH:14]2)[CH2:7]1.[O:20]1[CH2:21][CH2:22][CH2:23][CH2:24]1>>[C:2](=[O:3])([N:4]1[CH2:5][CH:6]([O:8][c:9]2[cH:10][c:11]([Cl:15])[cH:12][cH:13][cH:14]2)[CH2:7]1)[NH:19][CH2:16][CH:17]=[CH2:18]. The reactants are C(C)C1(C(C(CCCC1)=CN(C)C)=O)C1=C(C=CC(=C1)Cl)Cl (ethyl 2-(2,5-dichloro-phenyl)-7-[1-dimethylamino-methylidene]-cycloheptanone), [N+](=O)(O)[O-].[N+](=O)(O)[O-].COC=1C=C(C=CC1N1C=NC(=C1)C)NC(=N)N (N-[3-methoxy-4-(4-methyl-imidazol-1-yl)-phenyl]-guanidine dinitrate). The product is ClC1=C(C=C(C=C1)Cl)C1CCCCC=2C=NC(=NC21)NC2=CC(=C(C=C2)N2C=NC(=C2)C)OC ([9-(2,5-Dichloro-phenyl)-6,7,8,9-tetrahydro-5H-cycloheptapyrimidin-2-yl]-[3-methoxy-4-(4-methyl-imidazol-1-yl)-phenyl]-amine), solid. Yield: 73.0%. As a reaction SMILES: C([C:3]1([C:15]2[CH:20]=[C:19]([Cl:21])[CH:18]=[CH:17][C:16]=2[Cl:22])[CH2:9][CH2:8][CH2:7][CH2:6][C:5](=[CH:10]N(C)C)[C:4]1=O)C.[N+]([O-])(O)=O.[N+]([O-])(O)=O.[CH3:31][O:32][C:33]1[CH:34]=[C:35]([NH:45][C:46]([NH2:48])=[NH:47])[CH:36]=[CH:37][C:38]=1[N:39]1[CH:43]=[C:42]([CH3:44])[N:41]=[CH:40]1>>[Cl:22][C:16]1[CH:17]=[CH:18][C:19]([Cl:21])=[CH:20][C:15]=1[CH:3]1[C:4]2[N:48]=[C:46]([NH:45][C:35]3[CH:36]=[CH:37][C:38]([N:39]4[CH:43]=[C:42]([CH3:44])[N:41]=[CH:40]4)=[C:33]([O:32][CH3:31])[CH:34]=3)[N:47]=[CH:10][C:5]=2[CH2:6][CH2:7][CH2:8][CH2:9]1 |f:1.2.3|. Reported procedure: The title compound was prepared from crude ethyl 2-(2,5-dichloro-phenyl)-7-[1-dimethylamino-methylidene]-cycloheptanone (197 mg, ca. 0.61 mmol) and N-[3-methoxy-4-(4-methyl-imidazol-1-yl)-phenyl]-guanidine dinitrate (169 mg, 0.45 mmol) using in analogous manner the procedure described in example 45b). Obtained as a pale-yellow solid (163 mg, 73%). MS ISP (m/e): 494.0 [(M+H)+]. mp 218-220° C.